This data is from the Open Reaction Database (ORD), a public repository of structured organic reaction records. The task is: describe an organic reaction: reactants, conditions, products, and yield Reactants: CCO, Clc1ncc(-c2ccccc2Cl)nn1, Cl, O=C1CCNCC1, [Na+], [Na+], O=C([O-])[O-], O. Yields the product O=C1CCN(c2ncc(-c3ccccc3Cl)nn2)CC1. As a reaction SMILES: [CH3:30][CH2:31][OH:32].[Cl:1][c:2]1[n:3][n:4][c:5](-[c:8]2[c:9]([Cl:14])[cH:10][cH:11][cH:12][cH:13]2)[cH:6][n:7]1.[ClH:15].[NH:17]1[CH2:18][CH2:19][C:20](=[O:23])[CH2:21][CH2:22]1.[Na+:24].[Na+:25].[O-:26][C:27](=[O:28])[O-:29].[OH2:16]>>[c:2]1([N:17]2[CH2:18][CH2:19][C:20](=[O:23])[CH2:21][CH2:22]2)[n:3][n:4][c:5](-[c:8]2[c:9]([Cl:14])[cH:10][cH:11][cH:12][cH:13]2)[cH:6][n:7]1. The reactants are ClC1=C(C(=CC=C1)F)C1=NOC(=C1C(=O)C(C1=CC=C(C(=O)O)C=C1)N)C (4-{[3-(2-Chloro-6-fluoro-phenyl)-5-methyl-isoxazole-4-carbonyl]-amino-methyl}-benzoic acid), [OH-].[Na+] (NaOH), CN(C)C=O (DMF). The solvent is CO (MeOH). Reaction conditions: temperature 40 celsius, time 3 day. Product: ClC=1C=2C=3C(C(N(C2C=CC1)CC1=CC=C(C(=O)O)C=C1)=O)=C(ON3)C (4-(9-Chloro-3-methyl-4-oxo-4H-isoxazolo[4,3-c]quinolin-5-ylmethyl)-benzoic acid). Isolated yield 90.0%. As a reaction SMILES: [Cl:1][C:2]1[CH:7]=[CH:6][CH:5]=[C:4](F)[C:3]=1[C:9]1[C:13]([C:14](C(N)C2C=CC(C(O)=O)=CC=2)=[O:15])=[C:12]([CH3:27])[O:11][N:10]=1.[OH-:28].[Na+].CN([CH:33]=[O:34])C>CO>[Cl:1][C:2]1[C:3]2[C:9]3[C:13](=[C:12]([CH3:27])[O:11][N:10]=3)[C:14](=[O:15])[N:10]([CH2:9][C:3]3[CH:4]=[CH:5][C:6]([C:33]([OH:34])=[O:28])=[CH:7][CH:2]=3)[C:4]=2[CH:5]=[CH:6][CH:7]=1 |f:1.2|. Procedure: To a stirred suspension at room temperature of 245 (795 mg, 2.05 mmol) in anhydrous DMF (10 ml) was added a solution of NaOH (409 mg, 10.22 mmol) in anhydrous MeOH (5.1 ml). Then, the reaction mixture was warmed up to 40° C. After 3 days, the reaction mixture was concentrated, diluted with water and acidified with 1N HCl until pH 5 in order to get a pale pinky precipitate. After 30 min, the suspension was filtered off and the cake was abundantly washed with water, and dried to afford the title c... Starting materials: Cl (HCl), free base, C(O)([O-])=O.[Na+] (sodium hydrogencarbonate), NC1=CC=CC=C1 (aniline), Cl (HCl), aqueous solution, N#CN (cyanamide), Cl (HCl), N#CN (cyanamide). Run in O (water). Conditions: temperature 87 celsius, time 3 hour. Yields the product C(O)(O)=O.C1(=CC=CC=C1)NC(=N)N (phenylguanidine hydrogencarbonate). The yield is 64.7%. As a reaction SMILES: [NH2:1][C:2]1[CH:7]=[CH:6][CH:5]=[CH:4][CH:3]=1.Cl.[N:9]#[C:10][NH2:11].[C:12](=[O:15])([O-:14])[OH:13].[Na+]>O>[C:12](=[O:13])([OH:15])[OH:14].[C:2]1([NH:1][C:10]([NH2:11])=[NH:9])[CH:7]=[CH:6][CH:5]=[CH:4][CH:3]=1 |f:3.4,6.7|. Procedure details: To 98.2 g aniline (1.0 mol) is added 32% HCl until the pH of the solution reaches approximately 2.5; 95.2 g (0.83 mol) 32% HCl are required. The solution is heated to 87° C. and stirred while 93.0 g of a 50% aqueous solution of cyanamide (1.10 mol) are added over a period of 1 hour. Shortly before completion of the cyanamide addition, another 16.8 g (0.15 mol) 32% HCl are added. After 3 hours stirring at 87° C. the solution is cooled to 60° C. and added to a stirred suspension of 101.0 g (1.20 m... Starting materials: ClC1=C(C=C(C=C1)OC)C=1OC2=C(C(=CC(=C2C(C1)=O)OC)OC)[C@H]1[C@@H](N(CC1)C)CO ((+)-trans-2-(2-Chloro-5-methoxy-phenyl)-8-(2-hydroxymethyl-1-methyl-pyrrolidin-3-yl)-5,7-dimethoxy-chromen-4-one), Cl.N1=CC=CC=C1 (pyridine hydrochloride). Yields the product ClC1=C(C=C(C=C1)O)C=1OC2=C(C(=CC(=C2C(C1)=O)O)O)[C@H]1[C@@H](N(CC1)C)CO ((+)-trans-2-(2-Chloro-5-hydroxy-phenyl)-5,7-dihydroxy-8-(2-hydroxymethyl-1-methyl-pyrrolidin-3-yl)-chromen-4-one). As a reaction SMILES: [Cl:1][C:2]1[CH:7]=[CH:6][C:5]([O:8]C)=[CH:4][C:3]=1[C:10]1[O:11][C:12]2[C:17]([C:18](=[O:20])[CH:19]=1)=[C:16]([O:21]C)[CH:15]=[C:14]([O:23]C)[C:13]=2[C@@H:25]1[CH2:29][CH2:28][N:27]([CH3:30])[C@H:26]1[CH2:31][OH:32].Cl.N1C=CC=CC=1>>[Cl:1][C:2]1[CH:7]=[CH:6][C:5]([OH:8])=[CH:4][C:3]=1[C:10]1[O:11][C:12]2[C:17]([C:18](=[O:20])[CH:19]=1)=[C:16]([OH:21])[CH:15]=[C:14]([OH:23])[C:13]=2[C@@H:25]1[CH2:29][CH2:28][N:27]([CH3:30])[C@H:26]1[CH2:31][OH:32] |f:1.2|. Procedure details: Compound of example 70 (0.75 g, 1.63 mmol) was demethylated using pyridine hydrochloride (8.0 g, 69.0 mmol) as described in example 17 to obtain the title compounds. Starting materials: ClCC=1N=C(SC1)NC(C1=CC(=C(C(=C1)OC)OC)OC)=O (4-Chloromethyl-2-(3,4,5-trimethoxybenzamido)-thiazole), N1CCNCCC1 (homopiperazine). Yields the product COC=1C=C(C(=O)NC=2SC=C(N2)CN2CCN(CCC2)CC=2N=C(SC2)NC(C2=CC(=C(C(=C2)OC)OC)OC)=O)C=C(C1OC)OC (N,N′-bis[[2-(3,4,5-Trimethoxybenzamido)-thiazol-4-yl]methyl]homopiperazine). Reaction SMILES: Cl[CH2:2][C:3]1[N:4]=[C:5]([NH:8][C:9](=[O:22])[C:10]2[CH:15]=[C:14]([O:16][CH3:17])[C:13]([O:18][CH3:19])=[C:12]([O:20][CH3:21])[CH:11]=2)[S:6][CH:7]=1.[NH:23]1[CH2:29][CH2:28][CH2:27][NH:26][CH2:25][CH2:24]1>>[CH3:21][O:20][C:12]1[CH:11]=[C:10]([CH:15]=[C:14]([O:16][CH3:17])[C:13]=1[O:18][CH3:19])[C:9]([NH:8][C:5]1[S:6][CH:7]=[C:3]([CH2:2][N:23]2[CH2:29][CH2:28][CH2:27][N:26]([CH2:2][C:3]3[N:4]=[C:5]([NH:8][C:9](=[O:22])[C:10]4[CH:11]=[C:12]([O:20][CH3:21])[C:13]([O:18][CH3:19])=[C:14]([O:16][CH3:17])[CH:15]=4)[S:6][CH:7]=3)[CH2:25][CH2:24]2)[N:4]=1)=[O:22]. Reported procedure: 4-Chloromethyl-2-(3,4,5-trimethoxybenzamido)-thiazole (140 mg) and homopiperazine (20 mg) were reacted in the same manner in Example 1 to obtain the title compound as a free base. Reactants: [H-].[Na+] (NaH), N1N=CN=C1 (1H-1,2,4-Triazole), ice, FC1=C(C=CC(=C1)F)[C@]1([C@H](C)O)CO1 ((2S, 3R)-3-(2,4-Difluorophenyl)-3,4-epoxy-2-butanol), FC1=C(C=CC(=C1)F)[C@]1([C@H](C)O)CO1 ((2S,3R)-3-(2,4-Difluorophenyl)-3,4-epoxy-2-butanol). The solvent is CN(C=O)C (N,N-dimethylformamide), CN(C=O)C (N,N-dimethylformamide). Run at temperature 80 celsius. The product is FC1=C(C=CC(=C1)F)[C@@](CN1N=CN=C1)([C@H](C)O)O ((2R,3S)-2-(2,4-Difluorophenyl)-1-(1H-1,2,4-triazol-1-yl)-2,3-butanediol). The yield is 37.0%. Reaction SMILES: [H-].[Na+].[NH:3]1[CH:7]=[N:6][CH:5]=[N:4]1.[F:8][C:9]1[CH:14]=[C:13]([F:15])[CH:12]=[CH:11][C:10]=1[C@:16]1([O:21][CH2:20]1)[C@@H:17]([OH:19])[CH3:18]>CN(C)C=O>[F:8][C:9]1[CH:14]=[C:13]([F:15])[CH:12]=[CH:11][C:10]=1[C@:16]([OH:21])([C@@H:17]([OH:19])[CH3:18])[CH2:20][N:3]1[CH:7]=[N:6][CH:5]=[N:4]1 |f:0.1|. Reported procedure: To an ice cooled suspension of dry NaH (0.216 g, 0.009 mole) in N,N-dimethylformamide (10 ml), 1H-1,2,4-Triazole (0.691, 0.010 mole) was added in small portions under an atmosphere of nitrogen. The mixture was slowly brought to room temperature and a solution of compound 7a, (2S,3R)-3-(2,4-Difluorophenyl)-3,4-epoxy-2-butanol (1.0 g, 0.005 mole) in N,N-dimethylformamide (2 ml) was added. The resulting mixture was heated at 80° C. for 2 hours. The solvent was removed under reduced pressure and 50 ... Reactants: CC(c1ccccc1)N(C)C(=O)c1cnc(N2CCN(C(=O)OC(C)(C)C)CC2)s1, CO, ClCCl, Cl. Yields the product CC(c1ccccc1)N(C)C(=O)c1cnc(N2CCNCC2)s1. Reaction SMILES: [CH3:1][N:2]([C:3](=[O:4])[c:5]1[cH:6][n:7][c:8]([N:10]2[CH2:11][CH2:12][N:13]([C:16]([O:17][C:18]([CH3:19])([CH3:20])[CH3:21])=[O:22])[CH2:14][CH2:15]2)[s:9]1)[CH:23]([CH3:24])[c:25]1[cH:26][cH:27][cH:28][cH:29][cH:30]1.[CH3:35][OH:36].[Cl:31][CH2:32][Cl:33].[ClH:34]>>[CH3:1][N:2]([C:3](=[O:4])[c:5]1[cH:6][n:7][c:8]([N:10]2[CH2:11][CH2:12][NH:13][CH2:14][CH2:15]2)[s:9]1)[CH:23]([CH3:24])[c:25]1[cH:26][cH:27][cH:28][cH:29][cH:30]1. The reactants are O1C2CN(CC21)C(=O)OCC2=CC=CC=C2 (3,4-epoxy-1-carbobenzyloxy-pyrrolidine), C1(=CC=CC=C1)O (phenol), [OH-].[Na+] (sodium hydroxide). As a reaction SMILES: [O:1]1[CH:6]2[CH:2]1[CH2:3][N:4]([C:7]([O:9][CH2:10][C:11]1[CH:16]=[CH:15][CH:14]=[CH:13][CH:12]=1)=[O:8])[CH2:5]2.[C:17]1([OH:23])[CH:22]=[CH:21][CH:20]=[CH:19][CH:18]=1.[OH-].[Na+]>C(#N)C.O>[OH:1][C@H:2]1[C@H:6]([O:23][C:17]2[CH:22]=[CH:21][CH:20]=[CH:19][CH:18]=2)[CH2:5][N:4]([C:7]([O:9][CH2:10][C:11]2[CH:16]=[CH:15][CH:14]=[CH:13][CH:12]=2)=[O:8])[CH2:3]1 |f:2.3|. Yields the product O[C@@H]1CN(C[C@H]1OC1=CC=CC=C1)C(=O)OCC1=CC=CC=C1 (trans-3-hydroxy-4-phenoxy-1-carbobenzyloxy-pyrrolidine). Run in C(C)#N (acetonitrile), O (water). Procedure: 21.9 g (0.1 mol) of 3,4-epoxy-1-carbobenzyloxy-pyrrolidine [S. Oida et al., Chem. Pharm. Bull., 18 (12), 2478 (1970)] are dissolved, together with 18.8 g (0.2 mol) of phenol and 100 ml of 2 N sodium hydroxide solution (0.2 mol) in 300 ml of acetonitrile. The reaction mixture is heated under reflux for 5 hours and after cooling is diluted with 600 ml of water and extracted by shaking with methylene chloride. The organic phase is washed with 2 N sodium hydroxide solution and then with water, dried... The reactants are C(C)(C)OC(C#N)C=1C=NC(=NC1)C (2-Isopropoxy-2-(2-methylpyrimidin-5-yl)acetonitrile), N (NH3). Reagents/catalysts: [Ni] (Raney nickel), [Ni] (raney nickel). The solvent is CO (methanol), CO (methanol). Conditions: time 20 hour. Yields the product C(C)(C)OC(CN)C=1C=NC(=NC1)C (2-Isopropoxy-2-(2-methylpyrimidin-5-yl)ethanamine). As a reaction SMILES: [CH:1]([O:4][CH:5]([C:8]1[CH:9]=[N:10][C:11]([CH3:14])=[N:12][CH:13]=1)[C:6]#[N:7])([CH3:3])[CH3:2].N>CO.[Ni]>[CH:1]([O:4][CH:5]([C:8]1[CH:9]=[N:10][C:11]([CH3:14])=[N:12][CH:13]=1)[CH2:6][NH2:7])([CH3:3])[CH3:2]. Procedure: 2-Isopropoxy-2-(2-methylpyrimidin-5-yl)acetonitrile (169 mg, 0.884 mmol) was dissolved in methanol (10 ml) and 7M NH3 in methanol (4 ml). Argon was bubbled through the solution for 5 minutes. To the reaction was added Raney nickel (100 mg, 1.704 mmol) and it was fitted with a H2-filled balloon. After stirring at room temperature for 20 hours LCMS shows only around 30% conversion and raney nickel (100 mg, 1.70 mmol) was added. The reaction was stirred for another 72 hours, then filtered through a... Reactants: C(=O)N (formamide), C(C)=O (acetaldehyde), C[Si](C)(C)Cl (TMSCl), C1(=CC=C(C=C1)S(=O)(=O)O)C (p-toluene sulphonic acid), C(C)(C)(C)OC(C)(C)C (tert-butyl ether). Solvent: C1(=CC=CC=C1)C (toluene), C(C)#N (acetonitrile). Run at temperature -30 celsius, time 1 hour. Product: CC1=CC=C(C=C1)S(=O)(=O)C(C)NC=O ({1-[(4-Methylphenyl)sulfonyl]ethyl}formamide). RXN SMILES: [CH:1]([NH2:3])=[O:2].[CH:4](=O)[CH3:5].C[Si](Cl)(C)C.[C:12]1([CH3:22])[CH:17]=[CH:16][C:15]([S:18](O)(=[O:20])=[O:19])=[CH:14][CH:13]=1.C(OC(C)(C)C)(C)(C)C>C1(C)C=CC=CC=1.C(#N)C>[CH3:22][C:12]1[CH:17]=[CH:16][C:15]([S:18]([CH:4]([NH:3][CH:1]=[O:2])[CH3:5])(=[O:20])=[O:19])=[CH:14][CH:13]=1. Reported procedure: A stirred mixture of dry acetonitrile (500 mL) and dry toluene (500 mL) was cooled to −30° C., followed by the addition of formamide (50.7 g, 1.1 mol), acetaldehyde (37 g, 0.85 mol) and TMSCl (106.4 g, 0.98 mol) at −30° C. under N2 atmosphere. The reaction mixture was stirred at rt for 1 h and warmed to 55° C., then p-toluene sulphonic acid was added and stirred the reaction mixture at this temperature overnight. The reaction mixture was cooled to 0° C. and followed by the addition of 300 mL of ...